Dataset: the Open Reaction Database (ORD), a public repository of structured organic reaction records. Task: describe an organic reaction: reactants, conditions, products, and yield Reactants: COC(=O)CC1=CC=C(COC2C#CC=CC#CC3(CCC=C2C3=O)O[Si](C)(C)C(C)(C)C)C=C1 (8-[4-[(methoxycarbonyl)methyl]benzyloxy]-1-[(t-butyldimethylsilyl)oxy]-bicyclo [7.3.1 ]trideca-4,9-diene-2,6-diyn-13-one), FC(S(=O)(=O)O)(F)F (trifluoromethanesulfonic acid). Run in CCOCC (ether), C(C)(=O)OCC (ethyl acetate). Product: OC12C#CC=CC#CC(C(=CCC1)C2=O)OCC2=CC=C(C=C2)CC(=O)OC (1-hydroxy-8-[4-[(methoxycarbonyl)methyl]benzyloxy]-bicyclo[7.3.1]trideca-4,9-diene-2,6-diyn-13 -one). Isolated yield 60.0%. Reaction SMILES: [CH3:1][O:2][C:3]([CH2:5][C:6]1[CH:35]=[CH:34][C:9]([CH2:10][O:11][CH:12]2[C:23]3[C:24](=[O:25])[C:19]([O:26][Si](C(C)(C)C)(C)C)([CH2:20][CH2:21][CH:22]=3)[C:18]#[C:17][CH:16]=[CH:15][C:14]#[C:13]2)=[CH:8][CH:7]=1)=[O:4].FC(F)(F)S(O)(=O)=O>CCOCC.C(OCC)(=O)C>[OH:26][C:19]12[C:24](=[O:25])[C:23](=[CH:22][CH2:21][CH2:20]1)[CH:12]([O:11][CH2:10][C:9]1[CH:8]=[CH:7][C:6]([CH2:5][C:3]([O:2][CH3:1])=[O:4])=[CH:35][CH:34]=1)[C:13]#[C:14][CH:15]=[CH:16][C:17]#[C:18]2. Procedure details: The silyl ether (8a) was dissolved in 4 mL of anhydrous ether and treated with 100 mL of trifluoromethanesulfonic acid, diluted with ethyl acetate and washed with saturated bicarbonate. The organic fraction was dried over MgSO4 and the residue combined with compound 8b obtained above and chromatographed over silica gel (2:1 hexane/ethyl acetate) to give 50 mg (60%) of compound 8b as a colorless oil: Reactants: ClC(=O)OCC (ClCO2Et), C(=O)([O-])[O-].[Na+].[Na+] (Na2CO3), ClC1=C(C=O)C=CC(=C1)N1CCNCC1 (2-Chloro-4-(1-piperazinyl)benzaldehyde). The solvent is C1CCOC1 (THF). Reaction conditions: time 20 minute. The product is C(C)OC(=O)N1CCN(CC1)C1=CC(=C(C=C1)C=O)Cl (4-(3-Chloro-4-formyl-phenyl)-piperazine-1-carboxylic acid ethyl ester). Isolated yield 94.4%. As a reaction SMILES: [Cl:1][C:2]1[CH:9]=[C:8]([N:10]2[CH2:15][CH2:14][NH:13][CH2:12][CH2:11]2)[CH:7]=[CH:6][C:3]=1[CH:4]=[O:5].Cl[C:17]([O:19][CH2:20][CH3:21])=[O:18].C([O-])([O-])=O.[Na+].[Na+]>C1COCC1>[CH2:20]([O:19][C:17]([N:13]1[CH2:12][CH2:11][N:10]([C:8]2[CH:7]=[CH:6][C:3]([CH:4]=[O:5])=[C:2]([Cl:1])[CH:9]=2)[CH2:15][CH2:14]1)=[O:18])[CH3:21] |f:2.3.4|. Reported procedure: 2-Chloro-4-(1-piperazinyl)benzaldehyde (4) (560 mg; 2.5 mmol) is dissolved in THF (20 ml), ClCO2Et (500 mg; 4.5 mmol) and 2N Na2CO3 (20 ml) added and the reaction mixture stirred at room temperature for 20 min. The mixture is extracted with TBME three times, the combined organic phases are dried over Na2SO4 and evaporated to dryness yielding the title compound as white crystals (700 mg; 94%). The reactants are amine, N1=CC(=CC=C1)C=C1C(CCCC1)=O (2-(3-pyridylmethylene)cyclohexanone), CNC (dimethylamine), CNC (dimethylamine). Conditions: time 36 hour. The product is CN(C)C(C1C(CCCC1)=O)C=1C=NC=CC1 (2-[(dimethylamino)(3-pyridyl)methyl]cyclohexanone), CNC (dimethylamine). Reaction SMILES: [N:1]1[CH:6]=[CH:5][CH:4]=[C:3]([CH:7]=[C:8]2[CH2:13][CH2:12][CH2:11][CH2:10][C:9]2=[O:14])[CH:2]=1.[CH3:15][NH:16][CH3:17]>>[CH3:15][N:16]([CH:7]([C:3]1[CH:2]=[N:1][CH:6]=[CH:5][CH:4]=1)[CH:8]1[CH2:13][CH2:12][CH2:11][CH2:10][C:9]1=[O:14])[CH3:17].[CH3:2][NH:1][CH3:6]. Reported procedure: Treatment of II with the appropriate secondary amine, such as dimethylamine, N-methyl-ethylamine, or N-methyl-benzylamine, at moderate temperatures, conveniently room temperature, either with or without an inert solvent, for a period of time sufficient to allow a practical amount of conversion to occur, conveniently about 24 to about 48 hours, gives the corresponding 2-[(disubstituted amino)(3-pyridyl)methyl]cyclohexanone (III). The product may, if desired, be used for further synthesis without ... Reactants: COc1ccc2c(c1)CC(CN1CCC(O)(Cc3ccc(C)cc3)CC1)N2S(=O)(=O)c1ccc(C)cc1, COCCO[Al+]OCCOC, Cc1ccccc1, [H-], [H-], [Na+], [Na+], [OH-]. Yields the product COc1ccc2c(c1)CC(CN1CCC(O)(Cc3ccc(C)cc3)CC1)N2. Reaction SMILES: [CH3:1][O:2][c:3]1[cH:4][c:5]2[c:9]([cH:10][cH:11]1)[N:8]([S:12]([c:13]1[cH:14][cH:15][c:16]([CH3:17])[cH:18][cH:19]1)(=[O:20])=[O:21])[CH:7]([CH2:22][N:23]1[CH2:24][CH2:25][C:26]([OH:29])([CH2:30][c:31]3[cH:32][cH:33][c:34]([CH3:37])[cH:35][cH:36]3)[CH2:27][CH2:28]1)[CH2:6]2.[CH3:39][O:40][CH2:41][CH2:42][O:43][Al+:44][O:45][CH2:46][CH2:47][O:48][CH3:49].[CH3:54][c:55]1[cH:56][cH:57][cH:58][cH:59][cH:60]1.[H-:38].[H-:51].[Na+:50].[Na+:53].[OH-:52]>>[CH3:1][O:2][c:3]1[cH:4][c:5]2[c:9]([cH:10][cH:11]1)[NH:8][CH:7]([CH2:22][N:23]1[CH2:24][CH2:25][C:26]([OH:29])([CH2:30][c:31]3[cH:32][cH:33][c:34]([CH3:37])[cH:35][cH:36]3)[CH2:27][CH2:28]1)[CH2:6]2.